From a dataset of the Open Reaction Database (ORD), a public repository of structured organic reaction records. describe an organic reaction: reactants, conditions, products, and yield Reactants: 2,2-dimethyl-1,3-dioxan-2,5-dione, N1=CC=CC=C1 (pyridine), OC(=O)C(C)C1=CC=C(CC(C)C)C=C1 ((−)-ibuprofen), O1CCOCC1 (dioxane), Cl (HCl), S(=O)(Cl)Cl (thionyl chloride), solution. Run in ClCCl (dichloromethane), ClCCl (dichloromethane), ClCCl (dichloromethane). Reaction conditions: time 1 hour. Yields the product methyl ester, C(C(C)C)C1=CC=C(C=C1)C(C(CC(=O)O)=O)C ((−)-4-[(4′-isobutyl)phenyl]-3-oxopentanoic acid). Reaction SMILES: O[C:2]([CH:4]([C:6]1[CH:15]=[CH:14][C:9]([CH2:10][CH:11]([CH3:13])[CH3:12])=[CH:8][CH:7]=1)[CH3:5])=[O:3].S(Cl)(Cl)=[O:17].N1C=CC=CC=1.Cl.[O:27]1[CH2:32][CH2:31]OCC1>ClCCl>[CH2:10]([C:9]1[CH:14]=[CH:15][C:6]([CH:4]([CH3:5])[C:2](=[O:3])[CH2:31][C:32]([OH:27])=[O:17])=[CH:7][CH:8]=1)[CH:11]([CH3:13])[CH3:12]. Reported procedure: (−)-ibuprofen (1.2 g, 5.8 mmol) is dissolved in dioxane (5 mL); thionyl chloride (2.36 mL) is added and the solution obtained is refluxed and left to reflux for 3 hours. After cooling to room temperature, the solvent is evaporated at reduced pressure, and the excess of thionyl chloride is eliminated, dissolving the residue twice with dioxane and evaporating the solvents under high vacuum. An oily yellow residue (1.3 g; 5.79 mmol) is obtained, which is dissolved in dry dichloromethane (2 mL) and ...